From a dataset of the Open Reaction Database (ORD), a public repository of structured organic reaction records. describe an organic reaction: reactants, conditions, products, and yield Reactants: NC=1C=NC=CC1 (3-aminopyridine), CCCC(=O)CC(=O)[O-] (methylpropionylacetate), C1(=CC=C(C=C1)S(=O)(=O)O)C (p-toluenesulphonic acid). Run in CCOCC (ether). Reaction conditions: time 96 hour. Yields the product COC(\C=C(\CC)/NC=1C=NC=CC1)=O (methyl-(Z)-3-(3-pyridylamino)-2-pentenoate). Isolated yield 467.6%. RXN SMILES: [NH2:1][C:2]1[CH:3]=[N:4][CH:5]=[CH:6][CH:7]=1.C[CH2:9][CH2:10][C:11]([CH2:13][C:14]([O-:16])=[O:15])=O.[C:17]1(C)C=CC(S(O)(=O)=O)=CC=1>CCOCC>[CH3:17][O:16][C:14](=[O:15])/[CH:13]=[C:11](\[NH:1][C:2]1[CH:3]=[N:4][CH:5]=[CH:6][CH:7]=1)/[CH2:10][CH3:9]. Procedure: A mixture of 3-aminopyridine (5.0 g), methylpropionylacetate (7.6 g) and p-toluenesulphonic acid (0.5 g) was stirred for 96 hours and then ether (100 ml) was added. The solution was washed with water (100 ml) and dried (MgSO4). The solvent was removed by evaporation and the residue purified by flash chromatography, eluting with ethyl acetate to give methyl-(Z)-3-(3-pyridylamino)-2-pentenoate (B3) (2.8 g) as an oil; NMR (CDCl3): 1.1(t,3H), 2.5(q,2H), 3.7(s,3H), 4.95(s,1H), 7.3(m,1H), 7.4(m,1H), 8... The reactants are C(CCC)[Li] (n-butyllithium), BrC1=CSC=C1 (3-bromothiophene), CCOCC (ether), COC1=CC=C(C#N)C=C1 (4-methoxybenzonitrile), CCOCC (ether). Reaction conditions: temperature -75 celsius, time 10 minute. The product is COC1=CC=C(C(=O)C2=CSC=C2)C=C1 (3-(4-Methoxybenzoyl)thiophene). As a reaction SMILES: Br[C:2]1[CH:6]=[CH:5][S:4][CH:3]=1.C([Li])CCC.[CH3:12][O:13][C:14]1[CH:21]=[CH:20][C:17]([C:18]#N)=[CH:16][CH:15]=1.CC[O:24]CC>>[CH3:12][O:13][C:14]1[CH:21]=[CH:20][C:17]([C:18]([C:2]2[CH:6]=[CH:5][S:4][CH:3]=2)=[O:24])=[CH:16][CH:15]=1. Procedure: To 4.0 g (0.0246 m) of 3-bromothiophene in 70 ml ether cooled to -75° C. under N2 was added dropwise 0.0246 m of n-butyllithium (in hexane) at such a rate that the temperature was <-70° C. After addition was complete the reaction mixture was stirred at -75° C. for 10 minutes and then a solution of 4-methoxybenzonitrile (3.46 g, 0.026 m) in 20 ml ether was added dropwise at <-70° C. The resulting suspension was stirred at -75° C. for 45 minutes and then allowed to warm to -10° C. over 2 hours. Th... The reactants are ClC1=CC(=C(OCC(=O)OC(C)(C)C)C=C1)C=O ((4-chloro-2-formylphenoxy)-acetic acid, 1,1-dimethylethyl ester), [BH4-].[Na+] (sodium borohydride). Solvent: C(C)O (ethanol). Run at time 10 minute. The product is ClC1=CC(=C(OCC(=O)OC(C)(C)C)C=C1)CO ([4-chloro-2-(hydroxymethyl)phenoxy]-acetic Acid, 1,1-dimethylethyl Ester). Isolated yield 94.5%. Reaction SMILES: [Cl:1][C:2]1[CH:16]=[CH:15][C:5]([O:6][CH2:7][C:8]([O:10][C:11]([CH3:14])([CH3:13])[CH3:12])=[O:9])=[C:4]([CH:17]=[O:18])[CH:3]=1.[BH4-].[Na+]>C(O)C>[Cl:1][C:2]1[CH:16]=[CH:15][C:5]([O:6][CH2:7][C:8]([O:10][C:11]([CH3:14])([CH3:12])[CH3:13])=[O:9])=[C:4]([CH2:17][OH:18])[CH:3]=1 |f:1.2|. Reported procedure: To a solution of (4-chloro-2-formylphenoxy)-acetic acid, 1,1-dimethylethyl ester (2.1 g) in ethanol (20 ml) was added sodium borohydride (0.29 g). After stirring for 10 minutes the reaction was concentrated in vacuo and water added to the residue. The organics were extracted into ethylacetate, washed with brine, dried (MgSO4) and concentrated in vacuo to give the subtitle compound as an oil (2 g). Reactants: O[C@H]1CN(CC1)C(=O)\N=C\1/SC(=CN1C1=CC2=C(OC(C(O2)(F)F)(F)F)C=C1)C ((3R)-3-hydroxy-N-[(2Z)-5-methyl-3-(2,2,3,3-tetrafluoro-2,3-dihydro-1,4-benzodioxin-6-yl)-1,3-thiazol-2(3H)-ylidene]pyrrolidine-1-carboxamide), COCCN(CCOC)S(F)(F)F (bis(2-methoxyethyl)aminosulfur trifluoride), C([O-])(O)=O.[Na+] (sodium bicarbonate). The solvent is C(Cl)Cl (CH2Cl2). The product is F[C@@H]1CN(CC1)C(=O)\N=C\1/SC(=CN1C1=CC2=C(OC(C(O2)(F)F)(F)F)C=C1)C ((3S)-3-fluoro-N-[(2Z)-5-methyl-3-(2,2,3,3-tetrafluoro-2,3-dihydro-1,4-benzodioxin-6-yl)-1,3-thiazol-2(3H)-ylidene]pyrrolidine-1-carboxamide). Reaction SMILES: O[C@@H:2]1[CH2:6][CH2:5][N:4]([C:7](/[N:9]=[C:10]2\[S:11][C:12]([CH3:29])=[CH:13][N:14]\2[C:15]2[CH:28]=[CH:27][C:18]3[O:19][C:20]([F:26])([F:25])[C:21]([F:24])([F:23])OC=3[CH:16]=2)=[O:8])[CH2:3]1.COCCN(S(F)(F)[F:40])CCOC.[C:43](=[O:46])(O)[O-].[Na+]>C(Cl)Cl>[F:40][C@H:2]1[CH2:6][CH2:5][N:4]([C:7](/[N:9]=[C:10]2\[S:11][C:12]([CH3:29])=[CH:13][N:14]\2[C:15]2[CH:28]=[CH:27][C:18]3[O:19][C:20]([F:26])([F:25])[C:21]([F:24])([F:23])[O:46][C:43]=3[CH:16]=2)=[O:8])[CH2:3]1 |f:2.3|. Reported procedure: A solution of (3R)-3-hydroxy-N-[(2Z)-5-methyl-3-(2,2,3,3-tetrafluoro-2,3-dihydro-1,4-benzodioxin-6-yl)-1,3-thiazol-2(3H)-ylidene]pyrrolidine-1-carboxamide (Example 109, 0.1 g, 0.23 mmol) in dry CH2Cl2 (5 mL) was treated with bis(2-methoxyethyl)aminosulfur trifluoride (0.056 g, 0.25 mmol) After 2 hours at room temperature, the mixture was neutralized by dropwise addition of a saturated solution of sodium bicarbonate. The mixture was washed with water and brine, dried over sodium sulfate, filtered... Reactants: ClCCOCCOCCO (2-[2-(2-chloroethoxy)ethoxy]-ethanol), [I-].[Na+] (sodium iodide). Solvent: CC(=O)C (acetone). Conditions: time 16 hour. Yields the product ICCOCCOCCO (8-iodo-3,6-dioxaoctanol). The yield is 53.0%. Reaction SMILES: Cl[CH2:2][CH2:3][O:4][CH2:5][CH2:6][O:7][CH2:8][CH2:9][OH:10].[I-:11].[Na+]>CC(C)=O>[I:11][CH2:2][CH2:3][O:4][CH2:5][CH2:6][O:7][CH2:8][CH2:9][OH:10] |f:1.2|. Procedure details: One hundred grams (0.59 mole) of 2-[2-(2-chloroethoxy)ethoxy]-ethanol (Aldrich 16,297-3) was added to a solution of 450 g. (3 mol) of sodium iodide in 2.5 l acetone and stirred, in the dark, for 5 hours at reflux and then at room temperature for 16 hours. The precipitate was filtered and the acetone evaporated off at 30° C. The residue was dissolved in chloroform, extracted with saturated sodium chloride solution, and then with saturated sodium bisulfate solution. The chloroform extract was drie... Reactants: CC(C)(C)c1ccc(C(=O)Cl)cc1, CC(C)=O, Nc1ccc(C(=O)O)cc1C(=O)O, O. Yields the product CC(C)(C)c1ccc(C(=O)Nc2ccc(C(=O)O)cc2C(=O)O)cc1. As a reaction SMILES: [C:15]([CH3:16])([CH3:17])([CH3:18])[c:19]1[cH:20][cH:21][c:22]([C:23](=[O:24])[Cl:25])[cH:26][cH:27]1.[CH3:28][C:29](=[O:30])[CH3:31].[NH2:1][c:2]1[c:3]([C:11](=[O:12])[OH:13])[cH:4][c:5]([C:6](=[O:7])[OH:8])[cH:9][cH:10]1.[OH2:14]>>[NH:1]([c:2]1[c:3]([C:11](=[O:12])[OH:13])[cH:4][c:5]([C:6](=[O:7])[OH:8])[cH:9][cH:10]1)[C:23]([c:22]1[cH:21][cH:20][c:19]([C:15]([CH3:16])([CH3:17])[CH3:18])[cH:27][cH:26]1)=[O:24]. Starting materials: OC1CCN(CC1)C (4-hydroxy-N-methylpiperidine), ClC1=C(C=CC=C1)CCN1C(=NC(=C1)I)C=O (1-[2-(2-chlorophenyl)ethyl]-4-iodoimidazole-2-carbaldehyde), FC(S(=O)(=O)O)(F)F (trifluoromethanesulfonic acid), [OH-].[Na+] (NaOH). Run in O (Water). Conditions: time 8 hour. The product is [NH4+].[OH-] (NH4OH), ClC1=CC=CC=2C(C3=NC(=CN3CCC21)I)OC2CCN(CC2)C (8-chloro-2-iodo-4-(1-methyl piperidin-4-yloxy)-9,10-dihydro-4H-3,10a-diaza-benzo[f]azulene). RXN SMILES: [Cl:1][C:2]1[CH:7]=[CH:6][CH:5]=[CH:4][C:3]=1[CH2:8][CH2:9][N:10]1[CH:14]=[C:13]([I:15])[N:12]=[C:11]1[CH:16]=[O:17].FC(F)(F)S(O)(=O)=O.[OH:26][CH:27]1[CH2:32][CH2:31][N:30]([CH3:33])[CH2:29][CH2:28]1.[OH-].[Na+]>O>[NH4+:10].[OH-:17].[Cl:1][C:2]1[C:3]2[CH2:8][CH2:9][N:10]3[C:11](=[N:12][C:13]([I:15])=[CH:14]3)[CH:16]([O:26][CH:27]3[CH2:32][CH2:31][N:30]([CH3:33])[CH2:29][CH2:28]3)[C:4]=2[CH:5]=[CH:6][CH:7]=1 |f:3.4,6.7|. Reported procedure: To 1-[2-(2-chlorophenyl)ethyl]-4-iodoimidazole-2-carbaldehyde (example 78B) (200 mg, 0.55 mmole) is added trifluoromethanesulfonic acid (2 mL). The purple solution is stirred at room temperature overnight, 4-hydroxy-N-methylpiperidine (190 mg, 1.65 mmole) is added and solution is stirred at room temperature for 2 hours. Water is added and the solution is made alkaline by adding 5N NaOH to pH 10. The aqueous phase is extracted with AcOEt. The organic phase is washed with water, brine, dried over ... The reactants are crude product, C([O-])([O-])=O.[Na+].[Na+] (sodium carbonate), CC(CC(C)C)NC1=CC=C(C=C1)NC(CC(C)C)C (N,N′-di-(1,3-dimethylbutyl)-p-phenylenediamine), C(C)C(C=O)CCCC (2-ethylhexanal), [Na] (sodium). The solvent is O (water), O (water), ClCCl (dichloromethane). Product: CC(CC(C)C)N(C1=CC=C(C=C1)N(CC(CCCC)CC)C(CC(C)C)C)CC(CCCC)CC (N,N′-di-(1,3-dimethylbutyl)-N,N′-di-(2-ethylhexyl)-p-phenylenediamine). Yield: 92.8%. As a reaction SMILES: [CH3:1][CH:2]([NH:7][C:8]1[CH:13]=[CH:12][C:11]([NH:14][CH:15]([CH3:20])[CH2:16][CH:17]([CH3:19])[CH3:18])=[CH:10][CH:9]=1)[CH2:3][CH:4]([CH3:6])[CH3:5].[CH2:21]([CH:23]([CH2:26][CH2:27][CH2:28][CH3:29])[CH:24]=O)[CH3:22].[Na].C(=O)([O-])[O-].[Na+].[Na+]>ClCCl.O>[CH3:20][CH:15]([N:14]([CH2:24][CH:23]([CH2:21][CH3:22])[CH2:26][CH2:27][CH2:28][CH3:29])[C:11]1[CH:12]=[CH:13][C:8]([N:7]([CH:2]([CH3:1])[CH2:3][CH:4]([CH3:5])[CH3:6])[CH2:24][CH:23]([CH2:21][CH3:22])[CH2:26][CH2:27][CH2:28][CH3:29])=[CH:9][CH:10]=1)[CH2:16][CH:17]([CH3:19])[CH3:18] |f:3.4.5,^1:29|. Procedure details: N,N′-di-(1,3-dimethylbutyl)-p-phenylenediamine (17 g, 61.5 mmol) and 2-ethylhexanal (18.53 g, 144.5 mmol) were dissolved in dichloromethane (500 mL) and were stirred together in a 1 liter round bottomed flask fitted with a condenser and magnetic stirring at room temperature whilst sodium triacetoxyhydroborate (30.63 g, 144.5 mmol) was added portionwise over 1 hour. The mixture was left standing for a total of 18 hours. The crude product was stirred with 150 ml water for a few minutes followed by...